Task: describe an organic reaction: reactants, conditions, products, and yield. Dataset: the Open Reaction Database (ORD), a public repository of structured organic reaction records Starting materials: C12(C(=O)CC(CC1)C2(C)C)CS(=O)(=O)O (camphorsulfonic acid), C(C1=CC=CC=C1)OC[C@@H](CO)N[C@H](C(OCC(C)(C)C)OCC(C)(C)C)C ((R)-3-benzyloxy-2-[(S)-2,2-bis-(2,2-dimethylpropoxy)-1-methylethylamino]-propan-1-ol). Run in C1(=CC=CC=C1)C (toluene), C(C)(=O)OCC (ethyl acetate). Reaction conditions: temperature 100 celsius. The product is desired compounds, C(C1=CC=CC=C1)OC[C@H]1CO[C@@H]([C@@H](N1)C)OCC(C)(C)C ((2S,3S,5S)-5-benzyloxymethyl-2-(2,2-dimethylpropoxy)-3-methylmorpholine), C(C1=CC=CC=C1)OC[C@H]1CO[C@H]([C@@H](N1)C)OCC(C)(C)C ((2R,3S,5S)-5-benzyloxymethyl-2-(2,2-dimethylpropoxy)-3-methylmorpholine). Isolated yield 40.0%. RXN SMILES: C12(CS(O)(=O)=O)C(C)(C)C(CC1)CC2=O.[CH2:16]([O:23][CH2:24][C@H:25]([NH:28][C@@H:29]([CH3:43])[CH:30]([O:37][CH2:38]C(C)(C)C)[O:31][CH2:32][C:33]([CH3:36])([CH3:35])[CH3:34])CO)[C:17]1[CH:22]=[CH:21][CH:20]=[CH:19][CH:18]=1>C1(C)C=CC=CC=1.C(OCC)(=O)C>[CH2:16]([O:23][CH2:24][C@@H:25]1[NH:28][C@@H:29]([CH3:43])[C@@H:30]([O:31][CH2:32][C:33]([CH3:34])([CH3:35])[CH3:36])[O:37][CH2:38]1)[C:17]1[CH:18]=[CH:19][CH:20]=[CH:21][CH:22]=1.[CH2:16]([O:23][CH2:24][C@@H:25]1[NH:28][C@@H:29]([CH3:43])[C@H:30]([O:31][CH2:32][C:33]([CH3:34])([CH3:35])[CH3:36])[O:37][CH2:38]1)[C:17]1[CH:18]=[CH:19][CH:20]=[CH:21][CH:22]=1. Reported procedure: Add camphorsulfonic acid (1.69 g, 7.28 mmol) to (R)-3-benzyloxy-2-[(S)-2,2-bis-(2,2-dimethylpropoxy)-1-methylethylamino]-propan-1-ol (1.60 g, 4.04 mmol) in toluene (65 mL) and heat to 100° C. for 1 hour. Cool to room temperature, dilute with ethyl acetate, wash with 2 N sodium hydroxide and saturated aqueous sodium chloride. Dry (magnesium sulfate), filter and concentrate. Purify (silica gel chromatography using deactivated silica gel prepared as previously described, eluting with 10:90 to 70:30... The reactants are Fc1cc(Br)c(F)cc1Br, [Li]CCCC, CCOC(=O)N1CCC(=O)CC1, CCOCC, CCCCCC. The product is CCOC(=O)N1CCC(O)(c2cc(F)c(Br)cc2F)CC1. RXN SMILES: [Br:1][c:2]1[c:3]([F:10])[cH:4][c:5]([Br:9])[c:6]([F:8])[cH:7]1.[CH2:11]([Li:12])[CH2:13][CH2:14][CH3:15].[CH2:16]([CH3:17])[O:18][C:19](=[O:20])[N:21]1[CH2:22][CH2:23][C:24](=[O:27])[CH2:25][CH2:26]1.[CH2:28]([O:29][CH2:30][CH3:31])[CH3:32].[CH3:33][CH2:34][CH2:35][CH2:36][CH2:37][CH3:38]>>[c:2]1([C:24]2([OH:27])[CH2:23][CH2:22][N:21]([C:19]([O:18][CH2:16][CH3:17])=[O:20])[CH2:26][CH2:25]2)[c:3]([F:10])[cH:4][c:5]([Br:9])[c:6]([F:8])[cH:7]1. Reactants: FC(C(C(=O)N)(C)C)(F)F (3,3,3-trifluoro-2,2-dimethyl-propionamide), COC=1C=CC(=CC1)P2(=S)SP(=S)(S2)C=3C=CC(=CC3)OC (Lawesson's reagent). Solvent: C1CCOC1 (THF). Product: FC(C(C(=S)N)(C)C)(F)F (3,3,3-Trifluoro-2,2-dimethyl-thiopropionamide). Yield: 129.3%. Reaction SMILES: [F:1][C:2]([F:10])([F:9])[C:3]([CH3:8])([CH3:7])[C:4]([NH2:6])=O.COC1C=CC(P2(SP(C3C=CC(OC)=CC=3)(=S)S2)=[S:20])=CC=1>C1COCC1>[F:1][C:2]([F:10])([F:9])[C:3]([CH3:8])([CH3:7])[C:4]([NH2:6])=[S:20]. Reported procedure: A mixture of 1.05 g (6.77 mmol) 3,3,3-trifluoro-2,2-dimethyl-propionamide and 1.48 g (3.66 mmol) Lawesson's reagent in 32 ml dry THF was stirred at reflux temperature for 20 h. After that the reaction mixture was cooled to room temperature and concentrated in vacuo. The residue was purified by chromatography on silicagel (heptane, EtOAc) to afford 0.81 g of the title compound as pure white crystals. MS: M+H=172. Reactants: C1CCOC1, CCOC(C)=O, Cl, O=C(C=Cc1ccccc1)c1ccccc1. Yields the product CCOC(=O)CC(O)(C=Cc1ccccc1)c1ccccc1. As a reaction SMILES: [CH2:24]1[O:25][CH2:26][CH2:27][CH2:28]1.[CH3:18][CH2:19][O:20][C:21]([CH3:22])=[O:23].[ClH:17].[c:1]1([CH:7]=[CH:8][C:9](=[O:10])[c:11]2[cH:12][cH:13][cH:14][cH:15][cH:16]2)[cH:2][cH:3][cH:4][cH:5][cH:6]1>>[c:1]1([CH:7]=[CH:8][C:9]([OH:10])([c:11]2[cH:12][cH:13][cH:14][cH:15][cH:16]2)[CH2:22][C:21]([O:20][CH2:19][CH3:18])=[O:23])[cH:2][cH:3][cH:4][cH:5][cH:6]1. The reactants are [Si](C)(C)(C(C)(C)C)OC1CN(C1)C(=O)C1=CC2=NC=CC(=C2S1)Cl ((3-(tert-butyldimethylsilyloxy)azetidin-1-yl)(7-chlorothieno[3,2-b]pyridin-2-yl)methanone), FC1=C(C=CC(=C1)[N+](=O)[O-])O (2-fluoro-4-nitrophenol), C(=O)([O-])[O-].[K+].[K+] (K2CO3), O(C1=CC=CC=C1)C1=CC=CC=C1 (Ph2O). The solvent is C(Cl)Cl (DCM). Reaction conditions: temperature 170 celsius, time 1.5 hour. Product: [Si](C)(C)(C(C)(C)C)OC1CN(C1)C(=O)C1=CC2=NC=CC(=C2S1)OC1=C(C=C(C=C1)[N+](=O)[O-])F ((3-(tert-Butyldimethylsilyloxy)azetidin-1-yl)(7-(2-fluoro-4-nitrophenoxy)thieno[3,2-b]pyridin-2-yl)methanone). Yield: 34.2%. As a reaction SMILES: [Si:1]([O:8][CH:9]1[CH2:12][N:11]([C:13]([C:15]2[S:23][C:22]3[C:17](=[N:18][CH:19]=[CH:20][C:21]=3Cl)[CH:16]=2)=[O:14])[CH2:10]1)([C:4]([CH3:7])([CH3:6])[CH3:5])([CH3:3])[CH3:2].[F:25][C:26]1[CH:31]=[C:30]([N+:32]([O-:34])=[O:33])[CH:29]=[CH:28][C:27]=1[OH:35].C([O-])([O-])=O.[K+].[K+].O(C1C=CC=CC=1)C1C=CC=CC=1>C(Cl)Cl>[Si:1]([O:8][CH:9]1[CH2:12][N:11]([C:13]([C:15]2[S:23][C:22]3[C:17](=[N:18][CH:19]=[CH:20][C:21]=3[O:35][C:27]3[CH:28]=[CH:29][C:30]([N+:32]([O-:34])=[O:33])=[CH:31][C:26]=3[F:25])[CH:16]=2)=[O:14])[CH2:10]1)([C:4]([CH3:7])([CH3:6])[CH3:5])([CH3:3])[CH3:2] |f:2.3.4|. Reported procedure: A mixture of (3-(tert-butyldimethylsilyloxy)azetidin-1-yl)(7-chlorothieno[3,2-b]pyridin-2-yl)methanone 272 (749.7 mg, 1.96 mmol) (WO 2006/010264), 2-fluoro-4-nitrophenol (461 mg, 2.94 mmol), K2CO3 (518 mg, 3.92 mmol) and Ph2O (2.6 mL) was stirred in a sealed tube for 1.5 h at 170° C. The mixture was diluted with DCM, extracted with water, the organic phase dried over anhydrous Na2SO4 and concentrated. The residue was purified by flash chromatography (eluted successively with: EtOAc/hexanes 1:1, ... Reactants: N#Cc1ccc2[nH]c(S)nc2c1, COC(=O)c1cccc(CBr)c1, CC(C)=O, [K+], [K+], O=C([O-])[O-], CN(C)C=O. Yields the product COC(=O)c1cccc(CSc2nc3ccc(C#N)cc3[nH]2)c1. Reaction SMILES: [C:1](#[N:2])[c:3]1[cH:4][c:5]2[c:6]([nH:7][c:8]([SH:10])[n:9]2)[cH:11][cH:12]1.[CH3:13][O:14][C:15]([c:16]1[cH:17][c:18]([CH2:22][Br:23])[cH:19][cH:20][cH:21]1)=[O:24].[CH3:31][C:32](=[O:33])[CH3:34].[K+:25].[K+:26].[O-:27][C:28]([O-:29])=[O:30].[O:35]=[CH:36][N:37]([CH3:38])[CH3:39]>>[C:1](#[N:2])[c:3]1[cH:4][c:5]2[c:6]([n:7][c:8]([S:10][CH2:22][c:18]3[cH:17][c:16]([C:15]([O:14][CH3:13])=[O:24])[cH:21][cH:20][cH:19]3)[nH:9]2)[cH:11][cH:12]1.